From a dataset of the Open Reaction Database (ORD), a public repository of structured organic reaction records. describe an organic reaction: reactants, conditions, products, and yield Reactants: O=C(O)Nc1nc(-c2cn3c(n2)-c2ccc(Br)cc2OCC3)n(-c2ccccc2Cl)n1, O=C([O-])[O-], OB(O)c1ccc(Cl)cc1, [Cs+], [Cs+], C1COCCO1, O. Yields the product O=C(O)Nc1nc(-c2cn3c(n2)-c2ccc(-c4ccc(Cl)cc4)cc2OCC3)n(-c2ccccc2Cl)n1. RXN SMILES: [Br:1][c:2]1[cH:3][c:4]2[c:5]([cH:30][cH:31]1)-[c:6]1[n:7]([cH:11][c:12](-[c:14]3[n:15][c:16]([NH:26][C:27]([OH:28])=[O:29])[n:17][n:18]3-[c:19]3[c:20]([Cl:25])[cH:21][cH:22][cH:23][cH:24]3)[n:13]1)[CH2:8][CH2:9][O:10]2.[C:42](=[O:43])([O-:44])[O-:45].[Cl:32][c:33]1[cH:34][cH:35][c:36]([B:39]([OH:40])[OH:41])[cH:37][cH:38]1.[Cs+:46].[Cs+:47].[O:48]1[CH2:49][CH2:50][O:51][CH2:52][CH2:53]1.[OH2:54]>>[c:2]1(-[c:36]2[cH:35][cH:34][c:33]([Cl:32])[cH:38][cH:37]2)[cH:3][c:4]2[c:5]([cH:30][cH:31]1)-[c:6]1[n:7]([cH:11][c:12](-[c:14]3[n:15][c:16]([NH:26][C:27]([OH:28])=[O:29])[n:17][n:18]3-[c:19]3[c:20]([Cl:25])[cH:21][cH:22][cH:23][cH:24]3)[n:13]1)[CH2:8][CH2:9][O:10]2.